From a dataset of the Open Reaction Database (ORD), a public repository of structured organic reaction records. describe an organic reaction: reactants, conditions, products, and yield The reactants are CON(C(=O)C1=NC=CC=N1)C (N-methoxy-N-methylpyrimidine-2-carboxamide), CN(C(OC(C)(C)C)=O)C (tert-butyl dimethylcarbamate), C(C)(CC)[Li] (sec-butyl lithium), CCOCC.[Mg+2].[Br-].[Br-] (magnesium bromide diethyl etherate). Solvent: CN(CCN(C)C)C (N,N,N′,N′-tetramethylethylenediamine), CC(C)(C)OC (MTBE), C(Cl)Cl (methylene chloride). Reaction conditions: temperature -65 celsius, time 0.5 hour. The product is N1=C(N=CC=C1)C(CN(C(OC(C)(C)C)=O)C)=O (tert-Butyl (1-(pyrimidin-2-yl)ethanon-2-yl)(methyl)carbamate). The yield is 71.6%. Reaction SMILES: [CH3:1][N:2]([CH3:10])[C:3](=[O:9])[O:4][C:5]([CH3:8])([CH3:7])[CH3:6].C([Li])(CC)C.CCOCC.[Mg+2].[Br-].[Br-].CON(C)[C:27]([C:29]1[N:34]=[CH:33][CH:32]=[CH:31][N:30]=1)=[O:28]>CN(C)CCN(C)C.C(Cl)Cl.CC(OC)(C)C>[N:30]1[CH:31]=[CH:32][CH:33]=[N:34][C:29]=1[C:27](=[O:28])[CH2:1][N:2]([CH3:10])[C:3](=[O:9])[O:4][C:5]([CH3:8])([CH3:7])[CH3:6] |f:2.3.4.5|. Procedure: To a solution of tert-butyl dimethylcarbamate (57.8 g) in N,N,N′,N′-tetramethylethylenediamine (70 ml) and MTBE (485 g) was added sec-butyl lithium (1.4 M in cyclohexane, 300 ml) over 0.5 h while maintaining the temperature below −65° C. The mixture was stirred at −65° C. for 0.5 h, then magnesium bromide diethyl etherate (111.07 g) was added with an exotherm to −60° C. The resultant slurry was allowed to warm to −11° C. over 0.5 h then cooled to −72° C. The slurry was cannulated into a −72° C. ... Starting materials: FC1=CC(=C(C=C1)CC(=O)OC(C)(C)C)C (tert-butyl (4-fluoro-2-methylphenyl)acetate), C(F)(F)(F)C(=O)O (CF3CO2H). Reagents/catalysts: C1(=CC=CC=C1)OC (anisole). Run in C(Cl)Cl (CH2Cl2). Conditions: time 16 hour. Product: FC1=CC(=C(C=C1)CC(=O)O)C (4-Fluoro-2-methylphenylacetic acid). As a reaction SMILES: [F:1][C:2]1[CH:7]=[CH:6][C:5]([CH2:8][C:9]([O:11]C(C)(C)C)=[O:10])=[C:4]([CH3:16])[CH:3]=1.C(C(O)=O)(F)(F)F>C(Cl)Cl.C1(OC)C=CC=CC=1>[F:1][C:2]1[CH:7]=[CH:6][C:5]([CH2:8][C:9]([OH:11])=[O:10])=[C:4]([CH3:16])[CH:3]=1. Procedure: The pure ester was dissolved in 60 ml of CH2Cl2 was added 6 drops of anisole and 60 ml of CF3CO2H and the solution was atirred at rt for 16 hr. Upon removal of volatiles, the residue was dried three times by dissolving in toluene to afford 20.02 g of the title compound. 1H-NMR (CDCl3): δ 2.35 (s, 3H), 3.67 (s, 2H), 6.92-6.95 (m, 2H), 7.19 (d of d, 1H, J=8.2, 5.7 Hz) ppm.